describe an organic reaction: reactants, conditions, products, and yield From a dataset of the Open Reaction Database (ORD), a public repository of structured organic reaction records. Starting materials: COCCOC, NCc1ncc(C(F)(F)F)cc1Cl, Cc1coc(-c2nc(N)nc(S(C)=O)c2C#N)c1. The product is Cc1coc(-c2nc(N)nc(NCc3ncc(C(F)(F)F)cc3Cl)c2C#N)c1. RXN SMILES: [CH3:32][O:33][CH2:34][CH2:35][O:36][CH3:37].[NH2:19][CH2:20][c:21]1[n:22][cH:23][c:24]([C:28]([F:29])([F:30])[F:31])[cH:25][c:26]1[Cl:27].[NH2:1][c:2]1[n:3][c:4](-[c:13]2[o:14][cH:15][c:16]([CH3:18])[cH:17]2)[c:5]([C:11]#[N:12])[c:6]([S:8]([CH3:9])=[O:10])[n:7]1>>[NH2:1][c:2]1[n:3][c:4](-[c:13]2[o:14][cH:15][c:16]([CH3:18])[cH:17]2)[c:5]([C:11]#[N:12])[c:6]([NH:19][CH2:20][c:21]2[n:22][cH:23][c:24]([C:28]([F:29])([F:30])[F:31])[cH:25][c:26]2[Cl:27])[n:7]1. Reactants: C(C)(C)(C)O[C@H](C(=O)OC)C=1C(=C2C(=NC1C)SC1=C2CCCC1)I (Methyl (2S)-tert-butoxy(4-iodo-2-methyl-5,6,7,8-tetrahydro[1]benzothieno[2,3-b]pyridin-3-yl)acetate), ClC1=CC(=C(C=C1)B(O)O)F ((4-chloro-2-fluorophenyl) boronic acid). Product: C(C)(C)(C)O[C@H](C(=O)OC)C=1C(=C2C(=NC1C)SC1=C2CCCC1)C1=C(C=C(C=C1)Cl)F (Methyl (2S)-tert-butoxy[4-(4-chloro-2-fluorophenyl)-2-methyl-5,6,7,8-tetrahydro[1]benzothieno[2,3-b]pyridin-3-yl]acetate). As a reaction SMILES: [C:1]([O:5][C@@H:6]([C:11]1[C:12](I)=[C:13]2[C:20]3[CH2:21][CH2:22][CH2:23][CH2:24][C:19]=3[S:18][C:14]2=[N:15][C:16]=1[CH3:17])[C:7]([O:9][CH3:10])=[O:8])([CH3:4])([CH3:3])[CH3:2].[Cl:26][C:27]1[CH:32]=[CH:31][C:30](B(O)O)=[C:29]([F:36])[CH:28]=1>>[C:1]([O:5][C@@H:6]([C:11]1[C:12]([C:30]2[CH:31]=[CH:32][C:27]([Cl:26])=[CH:28][C:29]=2[F:36])=[C:13]2[C:20]3[CH2:21][CH2:22][CH2:23][CH2:24][C:19]=3[S:18][C:14]2=[N:15][C:16]=1[CH3:17])[C:7]([O:9][CH3:10])=[O:8])([CH3:4])([CH3:3])[CH3:2]. Procedure: The title compound was prepared from Methyl (2S)-tert-butoxy(4-iodo-2-methyl-5,6,7,8-tetrahydro[1]benzothieno[2,3-b]pyridin-3-yl)acetate (Preparation 16, 100 mg, 212 μmol) and (4-chloro-2-fluorophenyl) boronic acid (74 mg, 424 μmol) using the same method as described in Example 44, Step 1 to yield 57 mg, 56%. Material obtained was a mixture of atropisomers, in a 3:1 ratio. 1H NMR (400 MHz, CDCl3) δ ppm 1.01 (s, 9 H), 1.48-1.55 (m, 1 H), 1.69-1.75 (m, 3 H), 1.95-2.03 (m, 1 H), 2.72 (s, 3 H), 2.80... Starting materials: C(C1=CC=CC=C1)OC1=CC=C2C(=C(C=NC2=C1)[N+](=O)[O-])NNC(=O)OC(C)(C)C (tert-butyl N′-(7-benzyloxy-3-nitroquinolin-4-yl)hydrazinecarboxylate). The reagents and catalysts are [Pt] (platinum on carbon). The solvent is CO (methanol), C(C)#N (acetonitrile). Reaction conditions: time 17 hour. The product is NC=1C=NC2=CC(=CC=C2C1NNC(=O)OC(C)(C)C)OCC1=CC=CC=C1 (tert-butyl N′-(3-amino-7-benzyloxyquinolin-4-yl)hydrazinecarboxylate). Yield: 98.2%. Reaction SMILES: [CH2:1]([O:8][C:9]1[CH:18]=[C:17]2[C:12]([C:13]([NH:22][NH:23][C:24]([O:26][C:27]([CH3:30])([CH3:29])[CH3:28])=[O:25])=[C:14]([N+:19]([O-])=O)[CH:15]=[N:16]2)=[CH:11][CH:10]=1)[C:2]1[CH:7]=[CH:6][CH:5]=[CH:4][CH:3]=1>CO.C(#N)C.[Pt]>[NH2:19][C:14]1[CH:15]=[N:16][C:17]2[C:12]([C:13]=1[NH:22][NH:23][C:24]([O:26][C:27]([CH3:30])([CH3:29])[CH3:28])=[O:25])=[CH:11][CH:10]=[C:9]([O:8][CH2:1][C:2]1[CH:3]=[CH:4][CH:5]=[CH:6][CH:7]=1)[CH:18]=2. Procedure details: A solution of tert-butyl N′-(7-benzyloxy-3-nitroquinolin-4-yl)hydrazinecarboxylate (20.00 g, 48.73 mmol) in 200 mL of methanol and 200 mL of acetonitrile was treated with platinum on carbon (2.00 g, 0.51 mmol) and shaken under an atmosphere of hydrogen (3.8×105 Pa). After 17 h, the mixture was filtered through a pad of CELITE filter agent and rinsed with MeOH:MeCN (1:1) until the filtrate ran clear. The filtrate was concentrated under reduced pressure to yield 18.21 g of tert-butyl N′-(3-amino-7... Starting materials: ClC=1C=CC2=C(N=C(O2)C=2C=CC(=C(N)C2)NC2CCOCC2)C1 (5-chloro-2-(2-(tetrahydropyran-4-yl)aminoanilin-5-yl)benzoxazole), CC(=O)NC1=CC=C(C=C1)C=O (4-formylacetanilide), OOS(=O)[O-].[K+] (oxone), C([O-])([O-])=O.[K+].[K+] (potassium carbonate). Run in CN(C=O)C (dimethylformamide). Conditions: time 2 hour. Yields the product C(C)(=O)NC1=CC=C(C=C1)C1=NC2=C(N1C1CCOCC1)C=CC(=C2)C=2OC1=C(N2)C=C(C=C1)Cl (2-(4-acetylaminophenyl)-5-(5-chlorobenzoxazol-2-yl)-1-(tetrahydropyran-4-yl)benzimidazole). The yield is 73.7%. As a reaction SMILES: [Cl:1][C:2]1[CH:3]=[CH:4][C:5]2[O:9][C:8]([C:10]3[CH:11]=[CH:12][C:13]([NH:17][CH:18]4[CH2:23][CH2:22][O:21][CH2:20][CH2:19]4)=[C:14]([CH:16]=3)[NH2:15])=[N:7][C:6]=2[CH:24]=1.[CH3:25][C:26]([NH:28][C:29]1[CH:34]=[CH:33][C:32]([CH:35]=O)=[CH:31][CH:30]=1)=[O:27].OOS([O-])=O.[K+].C(=O)([O-])[O-].[K+].[K+]>CN(C)C=O>[C:26]([NH:28][C:29]1[CH:34]=[CH:33][C:32]([C:35]2[N:17]([CH:18]3[CH2:19][CH2:20][O:21][CH2:22][CH2:23]3)[C:13]3[CH:12]=[CH:11][C:10]([C:8]4[O:9][C:5]5[CH:4]=[CH:3][C:2]([Cl:1])=[CH:24][C:6]=5[N:7]=4)=[CH:16][C:14]=3[N:15]=2)=[CH:31][CH:30]=1)(=[O:27])[CH3:25] |f:2.3,4.5.6|. Procedure details: To a solution of 5-chloro-2-(2-(tetrahydropyran-4-yl)aminoanilin-5-yl)benzoxazole (see Working Example 100-2) (250 mg, 0.727 mmol) in dimethylformamide (3 mL) was added 4-formylacetanilide (142 mg, 0.872 mmol) and oxone (313 mg, 0.509 mmol), and this was stirred at room temperature for 2 hours. After the reaction was complete, aqueous potassium carbonate solution was added, this was filtered and washed with water. The crystals obtained were purified by silica gel column chromatography to yield t... The reactants are CCOC(=O)c1cc(C(C)(C)C)c[nH]1, [Cl-], [H-], [NH4+], [NH4+], [Na+], CN(C)C=O, [OH-]. The product is CCOC(=O)c1cc(C(C)(C)C)cn1N. RXN SMILES: [C:5]([CH3:6])([CH3:7])([CH3:8])[c:9]1[cH:10][c:11]([C:14](=[O:15])[O:16][CH2:17][CH3:18])[nH:12][cH:13]1.[Cl-:1].[H-:19].[NH4+:2].[NH4+:4].[Na+:20].[O:21]=[CH:22][N:23]([CH3:24])[CH3:25].[OH-:3]>>[NH2:2][n:12]1[c:11]([C:14](=[O:15])[O:16][CH2:17][CH3:18])[cH:10][c:9]([C:5]([CH3:6])([CH3:7])[CH3:8])[cH:13]1. Starting materials: ClC=1C=C(C=CC1)NC=1OCC(C1C(=O)OCC)=O (ethyl 2-[(3-chlorophenyl)amino]-4-oxo-4,5-dihydrofuran-3-carboxylate), N1C=C(C2=CC=CN=C12)C=O (7-azaindole-3-carboxaldehyde), N1CCCCC1 (piperidine). The solvent is C(C)O (ethanol). The product is N1C=C(C=2C1=NC=CC2)C=C2C(C(=C(O2)NC2=CC(=CC=C2)Cl)C(=O)OCC)=O (Ethyl 5-[(1H-pyrrolo[2,3-b]pyridin-3-yl)methylene]-2-[(3-chlorophenyl)amino]-4-oxo-4,5-dihydrofuran-3-carboxylate). Isolated yield 42.5%. Reaction SMILES: [Cl:1][C:2]1[CH:3]=[C:4]([NH:8][C:9]2[O:10][CH2:11][C:12](=[O:19])[C:13]=2[C:14]([O:16][CH2:17][CH3:18])=[O:15])[CH:5]=[CH:6][CH:7]=1.[NH:20]1[C:28]2[C:23](=[CH:24][CH:25]=[CH:26][N:27]=2)[C:22]([CH:29]=O)=[CH:21]1.N1CCCCC1>C(O)C>[NH:20]1[C:28]2=[N:27][CH:26]=[CH:25][CH:24]=[C:23]2[C:22]([CH:29]=[C:11]2[O:10][C:9]([NH:8][C:4]3[CH:5]=[CH:6][CH:7]=[C:2]([Cl:1])[CH:3]=3)=[C:13]([C:14]([O:16][CH2:17][CH3:18])=[O:15])[C:12]2=[O:19])=[CH:21]1. Procedure: To a solution of ethyl 2-[(3-chlorophenyl)amino]-4-oxo-4,5-dihydrofuran-3-carboxylate (0.10 g, 0.36 mmol) which similarly prepared according to the procedure described in the Example 2, First step and 7-azaindole-3-carboxaldehyde (0.051 g, 0.35 mmol) in ethanol (3.0 mL), piperidine (0.0035 mL, 0.035 mmol) was added at ambient temperature. The mixture was refluxed for 6 days. Cooled to ambient temperature, the precipitate was collected by filtration, washed with ethanol then dried to afford the t... Starting materials: COc1ccc(C(=O)CBr)c(OC)c1, FC(F)(F)Cc1nc2cc(Cl)c(Cl)cc2[nH]1, [H-], [Na+], CN(C)C=O. Product: COc1ccc(C(=O)Cn2c(CC(F)(F)F)nc3cc(Cl)c(Cl)cc32)c(OC)c1. Reaction SMILES: [Br:19][CH2:20][C:21](=[O:22])[c:23]1[c:24]([O:31][CH3:32])[cH:25][c:26]([O:29][CH3:30])[cH:27][cH:28]1.[Cl:1][c:2]1[cH:3][c:4]2[c:5]([nH:6][c:7]([CH2:9][C:10]([F:11])([F:12])[F:13])[n:8]2)[cH:14][c:15]1[Cl:16].[H-:17].[Na+:18].[O:33]=[CH:34][N:35]([CH3:36])[CH3:37]>>[Cl:1][c:2]1[cH:3][c:4]2[c:5]([n:6][c:7]([CH2:9][C:10]([F:11])([F:12])[F:13])[n:8]2[CH2:20][C:21](=[O:22])[c:23]2[c:24]([O:31][CH3:32])[cH:25][c:26]([O:29][CH3:30])[cH:27][cH:28]2)[cH:14][c:15]1[Cl:16]. The reactants are ClC=1C=C(CC2C(CCC3=CC=C(C=C23)OCCNS(=O)(=O)CC2CC2)NC(OCC)=O)C=C(C1)F (ethyl 1-(3-chloro-5-fluorobenzyl)-7-(2-(cyclopropylmethylsulfonamido)ethoxy)-1,2,3,4-tetrahydronaphthalen-2-ylcarbamate), [OH-].[Na+] (NaOH), CC(C)O.Cl (iPrOH HCl), [H-].[H-].[H-].[H-].[Li+].[Al+3] (LiAlH4). The solvent is C(Cl)Cl (CH2Cl2), C1CCOC1 (THF). Conditions: time 8 hour. Yields the product Cl.ClC=1C=C(CC2C(CCC=3C=CC(=CC23)OCCNS(=O)(=O)CC2CC2)NC)C=C(C1)F (N-(2-{[8-(3-Chloro-5-fluorobenzyl)-7-(methylamino)-5,6,7,8-tetrahydronaphthalen-2-yl]oxy}ethyl)-1-cyclopropylmethanesulfonamide hydrochloride). As a reaction SMILES: [Cl:1][C:2]1[CH:3]=[C:4]([CH:33]=[C:34]([F:36])[CH:35]=1)[CH2:5][CH:6]1[C:15]2[C:10](=[CH:11][CH:12]=[C:13]([O:16][CH2:17][CH2:18][NH:19][S:20]([CH2:23][CH:24]3[CH2:26][CH2:25]3)(=[O:22])=[O:21])[CH:14]=2)[CH2:9][CH2:8][CH:7]1[NH:27][C:28](=O)OCC.[H-].[H-].[H-].[H-].[Li+].[Al+3].[OH-].[Na+].CC(O)C.Cl>C1COCC1.C(Cl)Cl>[ClH:1].[Cl:1][C:2]1[CH:3]=[C:4]([CH:33]=[C:34]([F:36])[CH:35]=1)[CH2:5][CH:6]1[C:15]2[CH:14]=[C:13]([O:16][CH2:17][CH2:18][NH:19][S:20]([CH2:23][CH:24]3[CH2:26][CH2:25]3)(=[O:22])=[O:21])[CH:12]=[CH:11][C:10]=2[CH2:9][CH2:8][CH:7]1[NH:27][CH3:28] |f:1.2.3.4.5.6,7.8,9.10,13.14|. Procedure details: The synthesis was performed starting from ethyl 1-(3-chloro-5-fluorobenzyl)-7-(2-(cyclopropylmethylsulfonamido)ethoxy)-1,2,3,4-tetrahydronaphthalen-2-ylcarbamate (synthesized in analogy to example 3), which was dissolved in THF (50 ml), after which LiAlH4 was added at room temperature and the mixture was stirred for 8 h under reflux. Addition of 2N aqueous NaOH, extraction with CH2Cl2, washing of the organic layers with saturated NaHCO3 solution and saturated NaCl solution and evaporation of the... Reactants: CC(C)=O, [Cl-], Fc1ccc(C2CCCc3c(Cl)nc(Cl)nc32)cc1, [NH4+], O, [Zn]. The product is Fc1ccc(C2CCCc3cnc(Cl)nc32)cc1. RXN SMILES: [CH3:22][C:23](=[O:24])[CH3:25].[Cl-:20].[Cl:1][c:2]1[n:3][c:4]2[c:9]([c:10]([Cl:12])[n:11]1)[CH2:8][CH2:7][CH2:6][CH:5]2[c:13]1[cH:14][cH:15][c:16]([F:19])[cH:17][cH:18]1.[NH4+:21].[OH2:26].[Zn:27]>>[Cl:1][c:2]1[n:3][c:4]2[c:9]([cH:10][n:11]1)[CH2:8][CH2:7][CH2:6][CH:5]2[c:13]1[cH:14][cH:15][c:16]([F:19])[cH:17][cH:18]1.